From a dataset of the Open Reaction Database (ORD), a public repository of structured organic reaction records. describe an organic reaction: reactants, conditions, products, and yield As a reaction SMILES: [Br:33][CH2:34][CH:35]([CH2:36][CH3:37])[CH3:38].[CH3:1][N:2]([C:3](=[O:4])[c:5]1[cH:6][c:7]2[c:8]([n:9][c:10]([NH:13][c:14]3[n:15][cH:16][c:17]([N:20]4[CH2:21][CH2:22][NH:23][CH2:24][CH2:25]4)[cH:18][cH:19]3)[n:11][cH:12]2)[n:26]1[CH:27]1[CH2:28][CH2:29][CH2:30][CH2:31]1)[CH3:32]>>[CH3:1][N:2]([C:3](=[O:4])[c:5]1[cH:6][c:7]2[c:8]([n:9][c:10]([NH:13][c:14]3[n:15][cH:16][c:17]([N:20]4[CH2:21][CH2:22][N:23]([CH2:34][CH:35]([CH2:36][CH3:37])[CH3:38])[CH2:24][CH2:25]4)[cH:18][cH:19]3)[n:11][cH:12]2)[n:26]1[CH:27]1[CH2:28][CH2:29][CH2:30][CH2:31]1)[CH3:32]. The reactants are CCC(C)CBr, CN(C)C(=O)c1cc2cnc(Nc3ccc(N4CCNCC4)cn3)nc2n1C1CCCC1. Yields the product CCC(C)CN1CCN(c2ccc(Nc3ncc4cc(C(=O)N(C)C)n(C5CCCC5)c4n3)nc2)CC1. Starting materials: [H][H] (hydrogen), C(#N)C=1C(=NC2=CC=C(C=C2C1F)[N+](=O)[O-])F (3-cyano-2,4-difluoro-6-nitro-quinoline), S(=O)(=O)([O-])[O-].[Na+].[Na+] (sodium sulfate), 305. Reagents/catalysts: [Pd] (palladium on carbon). The solvent is O1CCCC1 (tetrahydrofuran). The product is 198, NC=1C=C2C(=C(C(=NC2=CC1)F)C#N)F (6-amino-3-cyano-2,4-difluoroquinoline). Isolated yield 74.0%. RXN SMILES: S([O-])([O-])(=O)=O.[Na+].[Na+].[C:8]([C:10]1[C:11]([F:24])=[N:12][C:13]2[C:18]([C:19]=1[F:20])=[CH:17][C:16]([N+:21]([O-])=O)=[CH:15][CH:14]=2)#[N:9].[H][H]>[Pd].O1CCCC1>[NH2:21][C:16]1[CH:17]=[C:18]2[C:13](=[CH:14][CH:15]=1)[N:12]=[C:11]([F:24])[C:10]([C:8]#[N:9])=[C:19]2[F:20] |f:0.1.2|. Procedure: 130 parts of anhydrous sodium sulfate were suspended in a solution of 305 parts of 3-cyano-2,4-difluoro-6-nitro-quinoline in 3,400 parts of tetrahydrofuran. 30 parts of a hydrogenation catalyst (10% palladium on carbon) were added, which was followed by hydrogenation at 40° C. and 3 bar. After the uptake of hydrogen had ended, the suspension was filtered, and the clear solution was added to 6,000 parts of ice-water. The resulting precipitate was filtered off with suction, washed and dried. This ... Starting materials: [OH-].[K+] (KOH), N(CC(=O)N1[C@H](C(=O)OC(=O)C2=CC=CC=C2)CCC1)C(=O)OC(C)(C)C (Boc-Gly-Pro-OBz). Run in O (H2O), O (H2O), C1CCOC1 (THF). Reaction conditions: temperature 0 celsius, time 1 hour. The product is N(CC(=O)N1[C@H](C(=O)O)CCC1)C(=O)OC(C)(C)C (Boc-Gly-Pro-OH). The yield is 83.7%. Reaction SMILES: [NH:1]([C:21]([O:23][C:24]([CH3:27])([CH3:26])[CH3:25])=[O:22])[CH2:2][C:3]([N:5]1[CH2:20][CH2:19][CH2:18][C@H:6]1[C:7]([O:9]C(C1C=CC=CC=1)=O)=[O:8])=[O:4].[OH-].[K+]>O.C1COCC1>[NH:1]([C:21]([O:23][C:24]([CH3:27])([CH3:26])[CH3:25])=[O:22])[CH2:2][C:3]([N:5]1[CH2:20][CH2:19][CH2:18][C@H:6]1[C:7]([OH:9])=[O:8])=[O:4] |f:1.2|. Procedure details: The Boc-Gly-Pro-OBz (19.4 g, 0.054 mol.) was dissolved in a mixture of 100 ml H2O and 100 ml THF. After cooling the solution to 0° C., KOH (4.8 g, 0.085 mol.) in 50 ml H2O was added slowly. The solution was stirred for one hour. Then, the THF was removed under reduced pressure and the aqueous solution was extracted with ethyl acetate to remove the benzyl alcohol. The resulting aqueous phase was covered by 200 ml ethyl acetate and was acidified at 0° C. to about pH 2 by addition of concentrated H... The reactants are O=C(O)c1ccc(C(F)(F)F)cn1, C#Cc1cccc(N)c1. The reagents and catalysts are C1CCN(C1)[P+](N2CCCC2)(N3CCCC3)ON4C5=CC=CC=C5N=N4.F[P-](F)(F)(F)(F)F (PyBOP), CCN(C(C)C)C(C)C (DIPEA). Run in CN(C)C=O (DMF), CN(C)C=O (DMF), CN(C)C=O (DMF), CN(C)C=O (DMF), CN(C)C=O (DMF), CN(C)C=O (DMF). Run at temperature 25 celsius, time 2 hour. Product: C#Cc1cccc(NC(=O)c2ccc(C(F)(F)F)cn2)c1. Isolated yield 84.0%. As a reaction SMILES: C#Cc1cccc(N)c1.O=C(O)c1ccc(C(F)(F)F)cn1.C1CCN(C1)[P+](N2CCCC2)(N3CCCC3)ON4C5=CC=CC=C5N=N4.F[P-](F)(F)(F)(F)F.CCN(C(C)C)C(C)C.CN(C)C=O>>C#Cc1cccc(NC(=O)c2ccc(C(F)(F)F)cn2)c1. Starting materials: FC(OC1=CC=C(C[C@]23C(N(C(N3C[C@H](C2)N)=O)C2=CC(=NC(=C2)Cl)Cl)=O)C=C1)(F)F ((5R,7S)-5-[4-(Trifluoromethoxy)benzyl]-3-(2,6-dichloro-4-pyridyl)-7-amino-1,3-diazabicyclo[3.3.0]octane-2,4-dione), C(C)(=O)[O-].[Na+] (sodium acetate), COC=1OC(=CC1)OC (2,5-dimethoxyfuran), C(=O)(O)[O-].[Na+] (NaHCO3). The solvent is C(C)(=O)O (acetic acid), CCOC(=O)C (EtOAc). Product: FC(OC1=CC=C(C[C@]23C(N(C(N3C[C@H](C2)N2C=CC=C2)=O)C2=CC(=NC(=C2)Cl)Cl)=O)C=C1)(F)F ((5R, 7S)-5-[4-(Trifluoromethoxy)benzyl]-3-(2,6-dichloro-4-pyridyl)-7-(1-pyrrolyl)-1,3-diazabicyclo[3.3.0]octane-2,4-dione). Reaction SMILES: [F:1][C:2]([F:31])([F:30])[O:3][C:4]1[CH:29]=[CH:28][C:7]([CH2:8][C@:9]23[CH2:16][C@H:15]([NH2:17])[CH2:14][N:13]2[C:12](=[O:18])[N:11]([C:19]2[CH:24]=[C:23]([Cl:25])[N:22]=[C:21]([Cl:26])[CH:20]=2)[C:10]3=[O:27])=[CH:6][CH:5]=1.C([O-])(=O)C.[Na+].CO[C:39]1O[C:41](OC)=[CH:42][CH:43]=1.C([O-])(O)=O.[Na+]>C(O)(=O)C.CCOC(C)=O>[F:31][C:2]([F:30])([F:1])[O:3][C:4]1[CH:29]=[CH:28][C:7]([CH2:8][C@:9]23[CH2:16][C@H:15]([N:17]4[CH:39]=[CH:43][CH:42]=[CH:41]4)[CH2:14][N:13]2[C:12](=[O:18])[N:11]([C:19]2[CH:24]=[C:23]([Cl:25])[N:22]=[C:21]([Cl:26])[CH:20]=2)[C:10]3=[O:27])=[CH:6][CH:5]=1 |f:1.2,4.5|. Procedure: To a solution of the compound from Example 63 (0.25 g) in acetic acid (5 mL) was added sodium acetate (0.26 g) and 2,5-dimethoxyfuran (0.14 mL). After 20 minutes at reflux, the reaction was cooled, diluted with EtOAc, neutralized with solid NaHCO3. The organic solution was collected, washed with saturated NaHCO3 and brine, dried (Na2SO4), filtered, concentrated and purified by chromatography (silica gel; 95:5 CH2Cl2/methanol, Chromatotron) to afford the titled compound (0.145 g): MS (m/z) 525 [M... The reactants are CCOCC, [Cl-], Cl, O=N[O-], Nc1c(F)c(F)cc(C(=O)O)c1F, [Na+], O. The product is O=C(O)c1cc(F)c(F)c(Cl)c1F. As a reaction SMILES: [CH3:21][CH2:22][O:23][CH2:24][CH3:25].[Cl-:18].[ClH:19].[N:14]([O-:15])=[O:16].[NH2:1][c:2]1[c:3]([F:13])[c:4]([C:5](=[O:6])[OH:7])[cH:8][c:9]([F:12])[c:10]1[F:11].[Na+:17].[OH2:20]>>[c:2]1([Cl:18])[c:3]([F:13])[c:4]([C:5](=[O:6])[OH:7])[cH:8][c:9]([F:12])[c:10]1[F:11]. Starting materials: BrCCCCC(=O)OCC (ethyl 5-bromopentanoate), CCOCC (ether), ice, O1CCCC=C1 (3,4-dihydro-2H-pyran), C1(=CC=C(C=C1)S(=O)(=O)[O-])C.[NH+]1=CC=CC=C1 (pyridinium p-toluenesulfonate), CCOCC (ether), Grignard reagent, [Mg] (magnesium), CI (methyl iodide), CCOCC (ether), [Cl-].[NH4+] (ammonium chloride). The solvent is ClCCl (dichloromethane), O (water). Conditions: time 1 hour. The product is BrCCCCC(C)(OC1OCCCC1)C (2-(6-Bromo-2-methyl-2-hexyloxy)-tetrahydro-4H-pyran). RXN SMILES: [Br:1][CH2:2][CH2:3][CH2:4][CH2:5]C(OCC)=O.[Mg].CI.[Cl-].[NH4+].[O:16]1[CH:21]=[CH:20][CH2:19][CH2:18][CH2:17]1.[C:22]1(C)C=CC(S([O-])(=O)=O)=CC=1.[NH+]1C=CC=CC=1.CC[O:41][CH2:42][CH3:43]>O.ClCCl>[Br:1][CH2:2][CH2:3][CH2:4][CH2:5][C:42]([CH3:43])([O:41][CH:21]1[CH2:20][CH2:19][CH2:18][CH2:17][O:16]1)[CH3:22] |f:3.4,6.7|. Procedure details: To a stirred, ice-cooled solution of ethyl 5-bromopentanoate (18.7 ml) in dried ether (100 ml) was added dropwise over 1 hour a filtered solution of Grignard reagent, prepared from magnesium (10 g) and methyl iodide 25 ml) in dried ether (200 ml). After a further 30 minutes on the ice-bath, the reaction mixture was allowed to warm to room temperature over 30 minutes before being poured onto a stirred, ice-cooled solution of ammonium chloride (30 g) in water (200 ml). After the vigorous reaction ...